This data is from the Open Reaction Database (ORD), a public repository of structured organic reaction records. The task is: describe an organic reaction: reactants, conditions, products, and yield The reactants are CCOC(=O)Cc1cc(C(=O)c2ccc(S(=O)(=O)N3CCN(C)CC3)cc2)c2cc(F)ccc2c1, [Li+], C1CCOC1, [OH-], O, O. Product: CN1CCN(S(=O)(=O)c2ccc(C(=O)c3cc(CC(=O)O)cc4ccc(F)cc34)cc2)CC1. As a reaction SMILES: [CH2:1]([CH3:2])[O:3][C:4]([CH2:5][c:6]1[cH:7][c:8]2[cH:9][cH:10][c:11]([F:34])[cH:12][c:13]2[c:14]([C:16]([c:17]2[cH:18][cH:19][c:20]([S:23](=[O:24])(=[O:25])[N:26]3[CH2:27][CH2:28][N:29]([CH3:32])[CH2:30][CH2:31]3)[cH:21][cH:22]2)=[O:33])[cH:15]1)=[O:35].[Li+:38].[O:39]1[CH2:40][CH2:41][CH2:42][CH2:43]1.[OH-:37].[OH2:36].[OH2:44]>>[O:3]=[C:4]([CH2:5][c:6]1[cH:7][c:8]2[cH:9][cH:10][c:11]([F:34])[cH:12][c:13]2[c:14]([C:16]([c:17]2[cH:18][cH:19][c:20]([S:23](=[O:24])(=[O:25])[N:26]3[CH2:27][CH2:28][N:29]([CH3:32])[CH2:30][CH2:31]3)[cH:21][cH:22]2)=[O:33])[cH:15]1)[OH:35].